The task is: describe an organic reaction: reactants, conditions, products, and yield. This data is from the Open Reaction Database (ORD), a public repository of structured organic reaction records. Starting materials: O=C1c2ccccc2-c2ccc(Br)cc21, CC(C)(C)[O-], Cc1ccccc1, C1CN2CCC(CC2)N1, [Na+], O=C(C=Cc1ccccc1)C=Cc1ccccc1, O=C(C=Cc1ccccc1)C=Cc1ccccc1, O=C(C=Cc1ccccc1)C=Cc1ccccc1, [Pd], [Pd], c1ccc(P(c2ccccc2)c2ccc3ccccc3c2-c2c(P(c3ccccc3)c3ccccc3)ccc3ccccc23)cc1. Yields the product O=C1c2ccccc2-c2ccc(N3CCN4CCC3CC4)cc21. RXN SMILES: [Br:56][c:57]1[cH:58][c:59]2[c:67]([cH:68][cH:69]1)-[c:66]1[c:61]([cH:62][cH:63][cH:64][cH:65]1)[C:60]2=[O:70].[CH3:71][C:72]([CH3:73])([O-:74])[CH3:75].[CH3:77][c:78]1[cH:79][cH:80][cH:81][cH:82][cH:83]1.[N:47]12[CH2:48][CH2:49][NH:50][CH:51]([CH2:52][CH2:53]1)[CH2:54][CH2:55]2.[Na+:76].[O:104]=[C:105]([CH:106]=[CH:107][c:108]1[cH:109][cH:110][cH:111][cH:112][cH:113]1)[CH:114]=[CH:115][c:116]1[cH:117][cH:118][cH:119][cH:120][cH:121]1.[O:122]=[C:123]([CH:124]=[CH:125][c:126]1[cH:127][cH:128][cH:129][cH:130][cH:131]1)[CH:132]=[CH:133][c:134]1[cH:135][cH:136][cH:137][cH:138][cH:139]1.[O:86]=[C:87]([CH:88]=[CH:89][c:90]1[cH:91][cH:92][cH:93][cH:94][cH:95]1)[CH:96]=[CH:97][c:98]1[cH:99][cH:100][cH:101][cH:102][cH:103]1.[Pd:84].[Pd:85].[c:1]1([P:2]([c:3]2[cH:4][cH:5][cH:6][cH:7][cH:8]2)[c:9]2[cH:10][cH:11][c:12]3[c:13]([cH:14][cH:15][cH:16][cH:17]3)[c:18]2-[c:19]2[c:20]3[c:21]([cH:22][cH:23][cH:24][cH:25]3)[cH:26][cH:27][c:28]2[P:29]([c:30]2[cH:31][cH:32][cH:33][cH:34][cH:35]2)[c:36]2[cH:37][cH:38][cH:39][cH:40][cH:41]2)[cH:42][cH:43][cH:44][cH:45][cH:46]1>>[N:47]12[CH2:48][CH2:49][N:50]([c:57]3[cH:58][c:59]4[c:67]([cH:68][cH:69]3)-[c:66]3[c:61]([cH:62][cH:63][cH:64][cH:65]3)[C:60]4=[O:70])[CH:51]([CH2:52][CH2:53]1)[CH2:54][CH2:55]2.